This data is from the Open Reaction Database (ORD), a public repository of structured organic reaction records. The task is: describe an organic reaction: reactants, conditions, products, and yield Reactants: CC(=O)NCc1cccc(Br)n1, Cc1c(C(=O)c2ccc(Cl)cc2Cl)oc2cc(B3OC(C)(C)C(C)(C)O3)ccc12. The product is CC(=O)NCc1cccc(-c2ccc3c(C)c(C(=O)c4ccc(Cl)cc4Cl)oc3c2)n1. As a reaction SMILES: [Br:30][c:31]1[cH:32][cH:33][cH:34][c:35]([CH2:37][NH:38][C:39]([CH3:40])=[O:41])[n:36]1.[Cl:1][c:2]1[c:3]([C:9](=[O:10])[c:11]2[o:12][c:13]3[c:14]([c:15]2[CH3:16])[cH:17][cH:18][c:19]([B:21]2[O:22][C:23]([CH3:24])([CH3:25])[C:26]([CH3:27])([CH3:28])[O:29]2)[cH:20]3)[cH:4][cH:5][c:6]([Cl:8])[cH:7]1>>[Cl:1][c:2]1[c:3]([C:9](=[O:10])[c:11]2[o:12][c:13]3[c:14]([c:15]2[CH3:16])[cH:17][cH:18][c:19](-[c:31]2[cH:32][cH:33][cH:34][c:35]([CH2:37][NH:38][C:39]([CH3:40])=[O:41])[n:36]2)[cH:20]3)[cH:4][cH:5][c:6]([Cl:8])[cH:7]1. Reactants: [BH3-]C#N, CC(C)[O-], CC(C)[O-], CC(C)[O-], [Cl-], [Na+], [Ti+4], CC(C)(C)OC(=O)CC(=O)CC(O)C=Cc1ccccc1. The product is CC(C)(C)OC(=O)CC(O)CC(O)C=Cc1ccccc1. As a reaction SMILES: [C:22]([BH3-:23])#[N:24].[CH3:26][CH:27]([CH3:28])[O-:29].[CH3:30][CH:31]([CH3:32])[O-:33].[CH3:34][CH:35]([CH3:36])[O-:37].[Cl-:38].[Na+:25].[Ti+4:39].[c:1]1([CH:7]=[CH:8][CH:9]([CH2:10][C:11]([CH2:12][C:13](=[O:14])[O:15][C:16]([CH3:17])([CH3:18])[CH3:19])=[O:20])[OH:21])[cH:2][cH:3][cH:4][cH:5][cH:6]1>>[c:1]1([CH:7]=[CH:8][CH:9]([CH2:10][CH:11]([CH2:12][C:13](=[O:14])[O:15][C:16]([CH3:17])([CH3:18])[CH3:19])[OH:20])[OH:21])[cH:2][cH:3][cH:4][cH:5][cH:6]1. Reactants: S(N)(=O)(=O)C1=CC=2C(NC(=CC2O1)C)=O (2-sulfamoyl-6-methylfuro[3.2-c]pyridin-4-(5H)-one), O1C(=CC=C1)C(=CC(=O)O)C (3-(2-furanyl)-3-methylacrylic acid), O1C(=CC=C1)C=C(C(=O)O)C (3-(2-furanyl)methacrylic acid). The product is CC=1C2=C(C(NC1)=O)C=CO2 (7-Methylfuro[3,2-c]pyridin-4-(5H)-one). As a reaction SMILES: S([C:5]1[O:13][C:12]2[CH:11]=[C:10](C)[NH:9][C:8](=[O:15])[C:7]=2[CH:6]=1)(=O)(=O)N.O1C=CC=[C:17]1C(C)=CC(O)=O.O1C=CC=C1C=C(C)C(O)=O>>[CH3:17][C:11]1[C:12]2[O:13][CH:5]=[CH:6][C:7]=2[C:8](=[O:15])[NH:9][CH:10]=1. Procedure details: The title compound was prepared according to the procedure described for 2-sulfamoyl-6-methylfuro[3.2-c]pyridin-4-(5H)-one (Example 12 Step A) except 3-(2-furanyl)-3-methylacrylic acid was substituted for 3-(2-furanyl)methacrylic acid. Title compound was obtained in 41% yield, m.p. 239°-241° C., after crystallization from methanol. Reactants: C(#N)CC1=C(N=CN1[C@H]1[C@H](OC(C)=O)[C@H](OC(C)=O)[C@H](O1)C)C(=O)OC (methyl 5-cyanomethyl-1-(5-deoxy-2,3-di-O-acetyl-β-D-ribofuranosyl)imidazole-4-carboxylate), N (ammonia), N (ammonia), steel. Product: C(#N)CC1=C(N=CN1[C@H]1[C@H](O)[C@H](O)[C@H](O1)C)C(=O)N (5-Cyanomethyl-1-(5-deoxy-β-D-ribofuranosyl)imidazole-4-carboxamide). RXN SMILES: [C:1]([CH2:3][C:4]1[N:8]([C@@H:9]2[O:21][C@H:20]([CH3:22])[C@@H:15]([O:16]C(=O)C)[C@H:10]2[O:11]C(=O)C)[CH:7]=[N:6][C:5]=1[C:23]([O:25]C)=O)#[N:2].[NH3:27]>>[C:1]([CH2:3][C:4]1[N:8]([C@@H:9]2[O:21][C@H:20]([CH3:22])[C@@H:15]([OH:16])[C@H:10]2[OH:11])[CH:7]=[N:6][C:5]=1[C:23]([NH2:27])=[O:25])#[N:2]. Reported procedure: A mixture of methyl 5-cyanomethyl-1-(5-deoxy-2,3-di-O-acetyl-β-D-ribofuranosyl)imidazole-4-carboxylate (2.20 g, 6.03 mmol) and liquid ammonia (30 ml) was placed in a steel bomb (40 ml) and heated at 100° for 7 hr. The ammonia was allowed to evaporate and the residue was subjected to a vacuum overnight to remove the last traces. The residue was absorbed on silica gel (5 g) and placed on a column of silica gel (60 g, packed in chloroform). Elution with chloroform-methanol (4:1) provided the pure p... Starting materials: C(C1=CC=CC=C1)OC(CCl)CCl (2-benzyloxy-1,3-dichloro-propane), CN (monomethylamine), [OH-].[Na+] (NaOH). Reaction conditions: temperature 90 celsius. The product is C(C1=CC=CC=C1)OC1CN(C1)C (3 -benzyloxy-1-methylazetidine). Isolated yield 47.0%. As a reaction SMILES: [CH2:1]([O:8][CH:9]([CH2:12]Cl)[CH2:10]Cl)[C:2]1[CH:7]=[CH:6][CH:5]=[CH:4][CH:3]=1.[CH3:14][NH2:15].[OH-].[Na+]>>[CH2:1]([O:8][CH:9]1[CH2:12][N:15]([CH3:14])[CH2:10]1)[C:2]1[CH:7]=[CH:6][CH:5]=[CH:4][CH:3]=1 |f:2.3|. Procedure details: 21.9 parts of 2-benzyloxy-1,3-dichloro-propane and 77.5 parts of monomethylamine (40% aqueous solution) were added to an autoclave and they were heated at 90° C. for 48 hours with agitation. The reaction mixture was cooled and 120 parts of 2N-NaOH aqueous solution were added thereto. Then the mixture was heated to distill off excessive monomethylamine. The remaining liquor was extracted twice with 200 parts of ether, and the extract was washed with 100 parts of water, extracted with 100 parts of... Reactants: CCOc1ncnc(C(F)(F)F)c1CO, CO, CCOCC, O, BrP(Br)Br. The product is CCOc1ncnc(C(F)(F)F)c1CBr. Reaction SMILES: [CH2:1]([CH3:2])[O:3][c:4]1[n:5][cH:6][n:7][c:8]([C:12]([F:13])([F:14])[F:15])[c:9]1[CH2:10][OH:11].[CH3:20][OH:21].[CH3:23][CH2:24][O:25][CH2:26][CH3:27].[OH2:22].[P:16]([Br:17])([Br:18])[Br:19]>>[CH2:1]([CH3:2])[O:3][c:4]1[n:5][cH:6][n:7][c:8]([C:12]([F:13])([F:14])[F:15])[c:9]1[CH2:10][Br:17]. Starting materials: BrC=1C(=NC=C(C1)F)N (3-bromo-5-fluoropyridin-2-amine), C1(CCCCC1)OC1=CC=C(C=C1)B(O)O (4-(cyclohexyloxy)phenylboronic acid), C([O-])([O-])=O.[Na+].[Na+] (sodium carbonate), CCOC(=O)C (EtOAc). The reagents and catalysts are C=1C=CC(=CC1)[P](C=2C=CC=CC2)(C=3C=CC=CC3)[Pd]([P](C=4C=CC=CC4)(C=5C=CC=CC5)C=6C=CC=CC6)([P](C=7C=CC=CC7)(C=8C=CC=CC8)C=9C=CC=CC9)[P](C=1C=CC=CC1)(C=1C=CC=CC1)C=1C=CC=CC1 (Tetrakis(triphenylphosphine)palladium(0)). The solvent is COCCOC (DME), O (water), O (Water). Conditions: temperature 100 celsius, time 2 hour. Product: C1(CCCCC1)OC1=CC=C(C=C1)C=1C(=NC=C(C1)F)N (3-[4-(cyclohexyloxy)phenyl]-5-fluoropyridin-2-amine). Isolated yield 81.4%. RXN SMILES: Br[C:2]1[C:3]([NH2:9])=[N:4][CH:5]=[C:6]([F:8])[CH:7]=1.[CH:10]1([O:16][C:17]2[CH:22]=[CH:21][C:20](B(O)O)=[CH:19][CH:18]=2)[CH2:15][CH2:14][CH2:13][CH2:12][CH2:11]1.C(=O)([O-])[O-].[Na+].[Na+].CCOC(C)=O>COCCOC.O.C1C=CC([P]([Pd]([P](C2C=CC=CC=2)(C2C=CC=CC=2)C2C=CC=CC=2)([P](C2C=CC=CC=2)(C2C=CC=CC=2)C2C=CC=CC=2)[P](C2C=CC=CC=2)(C2C=CC=CC=2)C2C=CC=CC=2)(C2C=CC=CC=2)C2C=CC=CC=2)=CC=1>[CH:17]1([O:16][C:10]2[CH:15]=[CH:14][C:13]([C:2]3[C:3]([NH2:9])=[N:4][CH:5]=[C:6]([F:8])[CH:7]=3)=[CH:12][CH:11]=2)[CH2:22][CH2:21][CH2:20][CH2:19][CH2:18]1 |f:2.3.4,^1:48,50,69,88|. Procedure details: Tetrakis(triphenylphosphine)palladium(0) (54.5 mg) was added to a suspension of 3-bromo-5-fluoropyridin-2-amine (300 mg), 4-(cyclohexyloxy)phenylboronic acid (449 mg) and sodium carbonate (333 mg) in DME (15 mL) and water (3 mL) and the mixture was stirred at 100° C. under nitrogen for 2 hr. Water and EtOAc were added and the organic layer was separated, washed with brine, dried over anhydrous sodium sulfate and concentrated in vacuo. The residue was purified by column chromatography (silica gel... Starting materials: C(C)OC(C=CC(NCC1=C2NC(C(NC2=CC(=C1)Br)=O)=O)=O)=O (3-[(7-bromo-2,3-dioxo-1,2,3,4-tetrahydroquinoxalin-5-ylmethyl)-carbamoyl]-acrylic acid ethyl ester), O.[OH-].[Li+] (lithium hydroxide hydrate), O (water). Solvent: O1CCCC1.O (tetrahydrofuran water). Run at time 18 hour. Yields the product BrC1=CC(=C2NC(C(NC2=C1)=O)=O)CNC(=O)C=CC(=O)O (3-[(7-Bromo-2,3-dioxo-1,2,3,4-tetrahydroquinoxalin-5-ylmethyl)-carbamoyl]-acrylic acid). As a reaction SMILES: C([O:3][C:4](=[O:24])[CH:5]=[CH:6][C:7](=[O:23])[NH:8][CH2:9][C:10]1[CH:19]=[C:18]([Br:20])[CH:17]=[C:16]2[C:11]=1[NH:12][C:13](=[O:22])[C:14](=[O:21])[NH:15]2)C.O.[OH-].[Li+].O>O1CCCC1.O>[Br:20][C:18]1[CH:17]=[C:16]2[C:11]([NH:12][C:13](=[O:22])[C:14](=[O:21])[NH:15]2)=[C:10]([CH2:9][NH:8][C:7]([CH:6]=[CH:5][C:4]([OH:24])=[O:3])=[O:23])[CH:19]=1 |f:1.2.3,5.6|. Procedure: 144 mg (0.36 mmol) of 3-[(7-bromo-2,3-dioxo-1,2,3,4-tetrahydroquinoxalin-5-ylmethyl)-carbamoyl]-acrylic acid ethyl ester (Example 10) and 76 mg of lithium hydroxide hydrate are dissolved in 18 ml of tetrahydrofuran/water (2:1) and the solution is stirred for 18 hours. 50 ml of water are added, the tetrahydrofuran is concentrated by evaporation and the solution is acidified with 1 N hydrochloric acid. The solid is filtered off, washed with water and dried. Reactants: OC1=CC=C(C(=O)C2=CN(C3=CC=CC=C23)CCCC(=O)OCC)C=C1 (ethyl 4-[3-(4-hydroxybenzoyl)indol-1-yl]butyrate), BrC(CCCCC)C1=CC=C(C=C1)CC(C)C (1-(1-bromohexyl)-4-isobutylbenzene), C([O-])([O-])=O.[K+].[K+] (potassium carbonate). Solvent: CN(C=O)C (N,N-dimethylformamide). Run at time 6 hour. The product is C(C(C)C)C1=CC=C(C=C1)C(CCCCC)OC1=CC=C(C(=O)C2=CN(C3=CC=CC=C23)CCCC(=O)OCC)C=C1 (ethyl 4-[3-[4-[1-(4-isobutylphenyl)hexyloxy]benzoyl]indol-1-yl]butyrate). Yield: 98.1%. Reaction SMILES: [OH:1][C:2]1[CH:26]=[CH:25][C:5]([C:6]([C:8]2[C:16]3[C:11](=[CH:12][CH:13]=[CH:14][CH:15]=3)[N:10]([CH2:17][CH2:18][CH2:19][C:20]([O:22][CH2:23][CH3:24])=[O:21])[CH:9]=2)=[O:7])=[CH:4][CH:3]=1.Br[CH:28]([C:34]1[CH:39]=[CH:38][C:37]([CH2:40][CH:41]([CH3:43])[CH3:42])=[CH:36][CH:35]=1)[CH2:29][CH2:30][CH2:31][CH2:32][CH3:33].C(=O)([O-])[O-].[K+].[K+]>CN(C)C=O>[CH2:40]([C:37]1[CH:36]=[CH:35][C:34]([CH:28]([O:1][C:2]2[CH:26]=[CH:25][C:5]([C:6]([C:8]3[C:16]4[C:11](=[CH:12][CH:13]=[CH:14][CH:15]=4)[N:10]([CH2:17][CH2:18][CH2:19][C:20]([O:22][CH2:23][CH3:24])=[O:21])[CH:9]=3)=[O:7])=[CH:4][CH:3]=2)[CH2:29][CH2:30][CH2:31][CH2:32][CH3:33])=[CH:39][CH:38]=1)[CH:41]([CH3:43])[CH3:42] |f:2.3.4|. Procedure details: A mixture of ethyl 4-[3-(4-hydroxybenzoyl)indol-1-yl]butyrate (176 mg), 1-(1-bromohexyl)-4-isobutylbenzene (223 mg) and potassium carbonate (207 mg) in N,N-dimethylformamide (4 ml) was stirred at room temperature for 6 hours. The reaction mixture was filtered and the filtrate was poured into a mixture of ethyl acetate and 0.5N hydrochloric acid. The organic phase was separated, washed with water and brine, dried over magnesium sulfate and evaporated. The residue was chromatographed on silica gel... The reactants are BrCc1ccccc1, CN(C)C=O, [H-], [Na+], C1CCOC1, O, Cc1c(O)cccc1C(=O)O. Product: Cc1c(OCc2ccccc2)cccc1C(=O)O. Reaction SMILES: [Br:14][CH2:15][c:16]1[cH:17][cH:18][cH:19][cH:20][cH:21]1.[CH3:28][N:29]([CH3:30])[CH:31]=[O:32].[H-:12].[Na+:13].[O:23]1[CH2:24][CH2:25][CH2:26][CH2:27]1.[OH2:22].[OH:1][c:2]1[c:3]([CH3:11])[c:4]([C:5](=[O:6])[OH:7])[cH:8][cH:9][cH:10]1>>[O:1]([c:2]1[c:3]([CH3:11])[c:4]([C:5](=[O:6])[OH:7])[cH:8][cH:9][cH:10]1)[CH2:15][c:16]1[cH:17][cH:18][cH:19][cH:20][cH:21]1.